From a dataset of the Open Reaction Database (ORD), a public repository of structured organic reaction records. describe an organic reaction: reactants, conditions, products, and yield The reactants are CC1(C)Cc2cc(C(=O)O)ccc2NC1c1cccc(Br)c1, O=C([O-])[O-], CNCCNC, CN(C)CC(=O)O, CS(C)=O, Cl, [Cu]I, [K+], [K+]. Yields the product CNCCN(C)c1cccc(C2Nc3ccc(C(=O)O)cc3CC2(C)C)c1. As a reaction SMILES: [Br:1][c:2]1[cH:3][c:4]([CH:8]2[NH:9][c:10]3[cH:11][cH:12][c:13]([C:20](=[O:21])[OH:22])[cH:14][c:15]3[CH2:16][C:17]2([CH3:18])[CH3:19])[cH:5][cH:6][cH:7]1.[C:37](=[O:38])([O-:39])[O-:40].[CH3:23][NH:24][CH2:25][CH2:26][NH:27][CH3:28].[CH3:30][N:31]([CH3:32])[CH2:33][C:34]([OH:35])=[O:36].[CH3:43][S:44](=[O:45])[CH3:46].[ClH:29].[Cu:47][I:48].[K+:41].[K+:42]>>[c:2]1([N:24]([CH3:23])[CH2:25][CH2:26][NH:27][CH3:28])[cH:3][c:4]([CH:8]2[NH:9][c:10]3[cH:11][cH:12][c:13]([C:20](=[O:21])[OH:22])[cH:14][c:15]3[CH2:16][C:17]2([CH3:18])[CH3:19])[cH:5][cH:6][cH:7]1. Starting materials: C1(=CC=CC=C1)[C@H](C)NC1=NC=CC(=N1)N1C=NC2=C1C=CC(=C2)N (2-[(S)-1-phenylethylamino]-4-[5-aminobenzimidazol-1-yl]pyrimidine), C(C)(C)N(CC)C(C)C (diisopropylethylamine), ClC1=NC=CC(=N1)Cl (2,4-dichloropyrimidine). Solvent: CN(C)C=O (DMF). Conditions: temperature 100 celsius. Product: C1(=CC=CC=C1)[C@H](C)NC1=NC=CC(=N1)N1C=NC2=C1C=CC(=C2)NC2=NC(=NC=C2)Cl (2-((S)-1-phenylethylamino)-4-(5-(2-chloropyrimidin-4-yl)aminobenzimidazol-1-yl)pyrimidine). The yield is 29.7%. Reaction SMILES: [C:1]1([C@@H:7]([NH:9][C:10]2[N:15]=[C:14]([N:16]3[C:20]4[CH:21]=[CH:22][C:23]([NH2:25])=[CH:24][C:19]=4[N:18]=[CH:17]3)[CH:13]=[CH:12][N:11]=2)[CH3:8])[CH:6]=[CH:5][CH:4]=[CH:3][CH:2]=1.C(N(C(C)C)CC)(C)C.[Cl:35][C:36]1[N:41]=[C:40](Cl)[CH:39]=[CH:38][N:37]=1>CN(C=O)C>[C:1]1([C@@H:7]([NH:9][C:10]2[N:15]=[C:14]([N:16]3[C:20]4[CH:21]=[CH:22][C:23]([NH:25][C:38]5[CH:39]=[CH:40][N:41]=[C:36]([Cl:35])[N:37]=5)=[CH:24][C:19]=4[N:18]=[CH:17]3)[CH:13]=[CH:12][N:11]=2)[CH3:8])[CH:2]=[CH:3][CH:4]=[CH:5][CH:6]=1. Procedure details: To a solution of 2-[(S)-1-phenylethylamino]-4-[5-aminobenzimidazol-1-yl]pyrimidine (45.9 mg) in DMF (2 mL) was added diisopropylethylamine (73 μL) followed by 2,4-dichloropyrimidine (24.9 mg). The resulting solution was heated to 100° C. for 16 h then the mixture concentrated in vacuo. This crude was purified on silica gel (2-5%(2M NH3 in MeOH)/CH2Cl2) to yield 18.3 mg of 2-((S)-1-phenylethylamino)-4-(5-(2-chloropyrimidin-4-yl)aminobenzimidazol-1-yl)pyrimidine (L-860,182). 1H NMR (500 MHz, CDCl3... The reactants are CCOC(=O)c1cn2c(C(=O)NCC34CC5CC(CC(C5)C3)C4)cccc2n1, CO, [Na+], [OH-]. Yields the product O=C(O)c1cn2c(C(=O)NCC34CC5CC(CC(C5)C3)C4)cccc2n1. As a reaction SMILES: [C:1]12([CH2:11][NH:12][C:13](=[O:14])[c:15]3[cH:16][cH:17][cH:18][c:19]4[n:20]3[cH:21][c:22]([C:24](=[O:25])[O:26][CH2:27][CH3:28])[n:23]4)[CH2:2][CH:3]3[CH2:4][CH:5]([CH2:6][CH:7]([CH2:8]1)[CH2:9]3)[CH2:10]2.[CH3:31][OH:32].[Na+:30].[OH-:29]>>[C:1]12([CH2:11][NH:12][C:13](=[O:14])[c:15]3[cH:16][cH:17][cH:18][c:19]4[n:20]3[cH:21][c:22]([C:24](=[O:25])[OH:26])[n:23]4)[CH2:2][CH:3]3[CH2:4][CH:5]([CH2:6][CH:7]([CH2:8]1)[CH2:9]3)[CH2:10]2. Starting materials: C1CCOC1, COC(=O)C(O)N1C(=O)CC1CC(C)=O, O=S(Cl)Cl, Cc1cccc(C)n1. The product is COC(=O)C(Cl)N1C(=O)CC1CC(C)=O. As a reaction SMILES: [O:28]1[CH2:29][CH2:30][CH2:31][CH2:32]1.[OH:1][CH:2]([C:3](=[O:4])[O:5][CH3:6])[N:7]1[C:8](=[O:15])[CH2:9][CH:10]1[CH2:11][C:12]([CH3:13])=[O:14].[S:24]([Cl:25])([Cl:26])=[O:27].[n:16]1[c:17]([CH3:18])[cH:19][cH:20][cH:21][c:22]1[CH3:23]>>[CH:2]([C:3](=[O:4])[O:5][CH3:6])([N:7]1[C:8](=[O:15])[CH2:9][CH:10]1[CH2:11][C:12]([CH3:13])=[O:14])[Cl:26]. Reactants: C(O)([O-])=O.[Na+] (sodium hydrogen carbonate), FC(C1=CC(N(C=C1)C1=C(C=C(C=C1Cl)CO)Cl)=O)(F)F (4-trifluoromethyl-1-(2,6-dichloro-4-hydroxymethylphenyl)-2-pyridone), FC(C1=CC(N(C=C1)C1=C(C=C(C=C1Cl)CO)Cl)=O)(F)F (4-trifluoromethyl-1-(2,6-dichloro-4-hydroxymethylphenyl)-2-pyridone), C(C)N(CC)S(F)(F)F (diethylaminosulphurtrifluoride). Run in ClCCl (dichloro-methane). Conditions: temperature -78 celsius, time 2 hour. Product: FC(C1=CC(N(C=C1)C1=C(C=C(C=C1Cl)CF)Cl)=O)(F)F (4-trifluoromethyl-1-(2,6-dichloro-4-fluoromethylphenyl)-2-pyridone). Isolated yield 24.1%. Reaction SMILES: [F:1][C:2]([F:21])([F:20])[C:3]1[CH:8]=[CH:7][N:6]([C:9]2[C:14]([Cl:15])=[CH:13][C:12]([CH2:16]O)=[CH:11][C:10]=2[Cl:18])[C:5](=[O:19])[CH:4]=1.C(N(S(F)(F)[F:28])CC)C.C(=O)([O-])O.[Na+]>ClCCl>[F:1][C:2]([F:21])([F:20])[C:3]1[CH:8]=[CH:7][N:6]([C:9]2[C:14]([Cl:15])=[CH:13][C:12]([CH2:16][F:28])=[CH:11][C:10]=2[Cl:18])[C:5](=[O:19])[CH:4]=1 |f:2.3|. Reported procedure: A dry flask was flushed with nitrogen and charged with 4-trifluoromethyl-1-(2,6-dichloro-4-hydroxymethylphenyl)-2-pyridone (Compound D) [0.73 g (2.2 mmol)] and dry dichloro-methane (15 ml). The flask was cooled to -78° C. and diethylaminosulphurtrifluoride (0.31 ml, 2.4 mmol) was added slowly dropwise. The reaction was stirred at -78° C. for 2 hours and then slowly allowed to warm up to room temperature. The reaction was slowly added to a saturated solution of sodium hydrogen carbonate (20 ml) a...